This data is from the Open Reaction Database (ORD), a public repository of structured organic reaction records. The task is: describe an organic reaction: reactants, conditions, products, and yield The yield is 33.0%. The reagents and catalysts are Cl[Pd]([P](C1=CC=CC=C1)(C2=CC=CC=C2)C3=CC=CC=C3)([P](C4=CC=CC=C4)(C5=CC=CC=C5)C6=CC=CC=C6)Cl (Pd(PPh3)2Cl2). Product: OC1=C(N=NC2=CC(=CC=C12)C1=CC=C(C#N)C=C1)CCN1[C@@H](CCC1)C (4-{4-Hydroxy-3-[2-((2R)-2-methyl-pyrrolidin-1-yl)-ethyl]-cinnolin-7-yl}-benzonitrile). Procedure: A mixture of the product from Example 168D (0.30 g, 0.805 mmol), 4-cyanophenylboronic acid (0.15 g, 1.05 mmol), Pd(PPh3)2Cl2 (0.03 g, 0.04 mmol), and 1 M Na2CO3 (2.01 mL, 2.01 mmol) in isopropanol (15 mL) was heated to 90° C. under a dry nitrogen atmosphere for 2 days. After cooling, the reaction mixture was filtered through celite and concentrated under reduced pressure. The crude material was purified by column chromatography (100% dichloromethane to 90:10 dichloromethane/methanol) to afford t... Run at temperature 90 celsius. Run in C(C)(C)O (isopropanol). The reactants are BrC1=CC=C2C(=C(N=NC2=C1)CCN1[C@@H](CCC1)C)O (7-Bromo-3-[2-((2R)-2-methyl-pyrrolidin-1-yl)-ethyl]-cinnolin-4-ol), C(#N)C1=CC=C(C=C1)B(O)O (4-cyanophenylboronic acid), C(=O)([O-])[O-].[Na+].[Na+] (Na2CO3). RXN SMILES: Br[C:2]1[CH:11]=[C:10]2[C:5]([C:6]([OH:20])=[C:7]([CH2:12][CH2:13][N:14]3[CH2:18][CH2:17][CH2:16][C@H:15]3[CH3:19])[N:8]=[N:9]2)=[CH:4][CH:3]=1.[C:21]([C:23]1[CH:28]=[CH:27][C:26](B(O)O)=[CH:25][CH:24]=1)#[N:22].C([O-])([O-])=O.[Na+].[Na+]>C(O)(C)C.Cl[Pd](Cl)([P](C1C=CC=CC=1)(C1C=CC=CC=1)C1C=CC=CC=1)[P](C1C=CC=CC=1)(C1C=CC=CC=1)C1C=CC=CC=1>[OH:20][C:6]1[C:5]2[C:10](=[CH:11][C:2]([C:26]3[CH:27]=[CH:28][C:23]([C:21]#[N:22])=[CH:24][CH:25]=3)=[CH:3][CH:4]=2)[N:9]=[N:8][C:7]=1[CH2:12][CH2:13][N:14]1[CH2:18][CH2:17][CH2:16][C@H:15]1[CH3:19] |f:2.3.4,^1:44,63|.